Dataset: the Open Reaction Database (ORD), a public repository of structured organic reaction records. Task: describe an organic reaction: reactants, conditions, products, and yield Starting materials: O=C([O-])[O-], ClCCN1CCOCC1, Cl, [K+], [K+], CN(C)C=O, O, O=C1c2cccn2CC2(c3ccc(O)cc3)NCCN12. The product is O=C1c2cccn2CC2(c3ccc(OCCN4CCOCC4)cc3)NCCN12. RXN SMILES: [C:31](=[O:32])([O-:33])[O-:34].[Cl:22][CH2:23][CH2:24][N:25]1[CH2:26][CH2:27][O:28][CH2:29][CH2:30]1.[ClH:21].[K+:35].[K+:36].[O:38]=[CH:39][N:40]([CH3:41])[CH3:42].[OH2:37].[OH:1][c:2]1[cH:3][cH:4][c:5]([C:8]23[N:9]([C:10](=[O:17])[c:11]4[n:12]([cH:14][cH:15][cH:16]4)[CH2:13]2)[CH2:18][CH2:19][NH:20]3)[cH:6][cH:7]1>>[O:1]([c:2]1[cH:3][cH:4][c:5]([C:8]23[N:9]([C:10](=[O:17])[c:11]4[n:12]([cH:14][cH:15][cH:16]4)[CH2:13]2)[CH2:18][CH2:19][NH:20]3)[cH:6][cH:7]1)[CH2:23][CH2:24][N:25]1[CH2:26][CH2:27][O:28][CH2:29][CH2:30]1. Reactants: CCCCO, CCCCC(=O)CCCC, NC(Cc1csc2ccccc12)c1nc(-c2ccccc2)c[nH]1. Yields the product CCCCC1(CCCC)NC(c2nc(-c3ccccc3)c[nH]2)Cc2c1sc1ccccc21. As a reaction SMILES: [CH2:34]([OH:35])[CH2:36][CH2:37][CH3:38].[CH3:24][CH2:25][CH2:26][CH2:27][C:28]([CH2:29][CH2:30][CH2:31][CH3:32])=[O:33].[s:1]1[cH:2][c:3]([CH2:10][CH:11]([NH2:12])[c:13]2[nH:14][cH:15][c:16](-[c:18]3[cH:19][cH:20][cH:21][cH:22][cH:23]3)[n:17]2)[c:4]2[c:5]1[cH:6][cH:7][cH:8][cH:9]2>>[s:1]1[c:2]2[c:3]([c:4]3[c:5]1[cH:6][cH:7][cH:8][cH:9]3)[CH2:10][CH:11]([c:13]1[nH:14][cH:15][c:16](-[c:18]3[cH:19][cH:20][cH:21][cH:22][cH:23]3)[n:17]1)[NH:12][C:28]2([CH2:27][CH2:26][CH2:25][CH3:24])[CH2:29][CH2:30][CH2:31][CH3:32]. Reactants: C(=O)NC(CCC)C1(CCC1)C1=CC(=C(C=C1)Cl)Cl (N-formyl-1-[1-(3,4-dichlorophenyl)cyclobutyl]butylamine), Cl (hydrochloric acid), C=O (formaldehyde), oil, Cl (hydrochloric acid), [OH-].[Na+] (NaOH). Run in O (water), CCOCC (ether), C(=O)O (formic acid), O (water), CC(C)O (propan-2-ol), O (water). Product: Cl.CN(C)C(CCC)C1(CCC1)C1=CC(=C(C=C1)Cl)Cl (N,N-dimethyl-1-[1-(3,4-dichlorophenyl)cyclobutyl]butylamine hydrochloride). Reaction SMILES: [CH:1]([NH:3][CH:4]([C:8]1([C:12]2[CH:17]=[CH:16][C:15]([Cl:18])=[C:14]([Cl:19])[CH:13]=2)[CH2:11][CH2:10][CH2:9]1)[CH2:5][CH2:6][CH3:7])=O.Cl.[OH-].[Na+].[CH2:23]=O>CC(O)C.C(O)=O.O.CCOCC>[ClH:18].[CH3:1][N:3]([CH:4]([C:8]1([C:12]2[CH:17]=[CH:16][C:15]([Cl:18])=[C:14]([Cl:19])[CH:13]=2)[CH2:11][CH2:10][CH2:9]1)[CH2:5][CH2:6][CH3:7])[CH3:23] |f:2.3,9.10|. Reported procedure: The product of Example 7 (8.3 g), diethyleneglycoldimethyl ether (50 ml), water (20 ml) and concentrated hydrochloric acid (20 ml) were mixed and heated under reflux for sixteen hours. The mixture was poured into water, aqueous NaOH was added and the product extracted into ether. Evaporation gave a dark oil. A sample of this oil (7.9 g), water (0.7 ml) and formic acid (6.5 ml) were mixed and formaldehyde (6.5 m) added. The mixture was heated under reflux for three hours and then concentrated hyd...